Dataset: the Open Reaction Database (ORD), a public repository of structured organic reaction records. Task: describe an organic reaction: reactants, conditions, products, and yield Reactants: C(C)(C)(C)[Si](O[C@@H](CNC(CC=1C=C(C(=O)O)C=CC1)(C)C)C1=CC(=C(C=C1)O)CO)(C)C (3-{2-[(2R)-2-(tert-butyldimethyl silanyloxy)-2-(4-hydroxy-3-hydroxymethyl-phenyl)ethylamino]-2-methylpropyl}benzoic acid), C(C)OC=1C=C(CCN)C=CC1 (3-ethoxyphenethylamine). The product is [Si](C)(C)(C(C)(C)C)O[C@@H](CNC(CC=1C=C(C(=O)NCCC2=CC(=CC=C2)OCC)C=CC1)(C)C)C1=CC(=C(C=C1)O)CO (3-[2-({(2R)-2{[tert-Butyl(dimethyl)silyl]oxy}-2-[4-hydroxy-3-(hydroxymethyl)phenyl]ethyl}amino)-2-methylpropyl]-N-[2-(3-ethoxyphenyl)ethyl]benzamide). Isolated yield 67.0%. RXN SMILES: [C:1]([Si:5]([CH3:33])([CH3:32])[O:6][C@H:7]([C:23]1[CH:28]=[CH:27][C:26]([OH:29])=[C:25]([CH2:30][OH:31])[CH:24]=1)[CH2:8][NH:9][C:10]([CH3:22])([CH3:21])[CH2:11][C:12]1[CH:13]=[C:14]([CH:18]=[CH:19][CH:20]=1)[C:15](O)=[O:16])([CH3:4])([CH3:3])[CH3:2].[CH2:34]([O:36][C:37]1[CH:38]=[C:39]([CH:43]=[CH:44][CH:45]=1)[CH2:40][CH2:41][NH2:42])[CH3:35]>>[Si:5]([O:6][C@H:7]([C:23]1[CH:28]=[CH:27][C:26]([OH:29])=[C:25]([CH2:30][OH:31])[CH:24]=1)[CH2:8][NH:9][C:10]([CH3:22])([CH3:21])[CH2:11][C:12]1[CH:13]=[C:14]([CH:18]=[CH:19][CH:20]=1)[C:15]([NH:42][CH2:41][CH2:40][C:39]1[CH:43]=[CH:44][CH:45]=[C:37]([O:36][CH2:34][CH3:35])[CH:38]=1)=[O:16])([C:1]([CH3:4])([CH3:3])[CH3:2])([CH3:32])[CH3:33]. Procedure: The title compound was prepared from 3-{2-[(2R)-2-(tert-butyldimethyl silanyloxy)-2-(4-hydroxy-3-hydroxymethyl-phenyl)ethylamino]-2-methylpropyl}benzoic acid (preparation 37) and 3-ethoxyphenethylamine, using a similar method to that of preparation 158, in 67% yield. Starting materials: [Si](C1=CC=CC=C1)(C1=CC=CC=C1)(C(C)(C)C)OCC=1C(=C(C2=C(C(=NO2)C(=O)OCC)C1)F)N1C[C@H](O[C@H](C1)C)C (Ethyl 5-((tert-butyldiphenylsilyloxy)methyl)-6-((2R,6S)-2,6-dimethylmorpholino)-7-fluorobenzo[d]isoxazole-3-carboxylate), [Si](C1=CC=CC=C1)(C1=CC=CC=C1)(C(C)(C)C)OCC=1C(=C(C2=C(C(=NO2)C(=O)OCC)C1)F)N1C[C@H](O[C@H](C1)C)C (Ethyl 5-((tert-butyldiphenylsilyloxy)methyl)-6-((2R,6S)-2,6-dimethylmorpholino)-7-fluorobenzo[d]isoxazole-3-carboxylate), CN1CC(C1)N (1-methylazetidin-3-amine). The product is C[C@H]1O[C@H](CN(C1)C1=C(C2=C(C(=NO2)C(=O)NC2CN(C2)C)C=C1CO)F)C (6-((2R,6S)-2,6-dimethylmorpholino)-7-fluoro-5-(hydroxymethyl)-N-(1-methylazetidin-3-yl)benzo[d]isoxazole-3-carboxamide). As a reaction SMILES: [Si]([O:18][CH2:19][C:20]1[C:21]([N:35]2[CH2:40][C@H:39]([CH3:41])[O:38][C@H:37]([CH3:42])[CH2:36]2)=[C:22]([F:34])[C:23]2[O:27][N:26]=[C:25]([C:28](OCC)=[O:29])[C:24]=2[CH:33]=1)(C(C)(C)C)(C1C=CC=CC=1)C1C=CC=CC=1.[CH3:43][N:44]1[CH2:47][CH:46]([NH2:48])[CH2:45]1>>[CH3:41][C@@H:39]1[CH2:40][N:35]([C:21]2[C:20]([CH2:19][OH:18])=[CH:33][C:24]3[C:25]([C:28]([NH:48][CH:46]4[CH2:47][N:44]([CH3:43])[CH2:45]4)=[O:29])=[N:26][O:27][C:23]=3[C:22]=2[F:34])[CH2:36][C@H:37]([CH3:42])[O:38]1. Procedure details: Starting materials: ethyl 5-((tert-butyldiphenylsilyloxy)methyl)-6-((2R,6S)-2,6-dimethylmorpholino)-7-fluorobenzo[d]isoxazole-3-carboxylate (Intermediate 204) and 1-methylazetidin-3-amine Reactants: FC1=NC=CC(=C1)C=1C=NC(=C(C1)NC1CN(C1)C(=O)OC(C)(C)C)OC (tert-butyl 3-((2′-fluoro-6-methoxy-[3,4′-bipyridin]-5-yl)amino)azetidine-1-carboxylate), CN.CO (CH3NH2 MeOH). The solvent is CN1CCCC1=O (NMP). Reaction conditions: temperature 140 celsius. Product: COC1=C(C=C(C=N1)C1=CC(=NC=C1)NC)NC1CN(C1)C(=O)OC(C)(C)C (tert-butyl 3-((6-methoxy-2′-(methylamino)-[3,4′-bipyridin]-5-yl)amino)azetidine-1-carboxylate). Yield: 80.0%. Reaction SMILES: F[C:2]1[CH:7]=[C:6]([C:8]2[CH:9]=[N:10][C:11]([O:26][CH3:27])=[C:12]([NH:14][CH:15]3[CH2:18][N:17]([C:19]([O:21][C:22]([CH3:25])([CH3:24])[CH3:23])=[O:20])[CH2:16]3)[CH:13]=2)[CH:5]=[CH:4][N:3]=1.[CH3:28][NH2:29].CO>CN1C(=O)CCC1>[CH3:27][O:26][C:11]1[N:10]=[CH:9][C:8]([C:6]2[CH:5]=[CH:4][N:3]=[C:2]([NH:29][CH3:28])[CH:7]=2)=[CH:13][C:12]=1[NH:14][CH:15]1[CH2:18][N:17]([C:19]([O:21][C:22]([CH3:25])([CH3:24])[CH3:23])=[O:20])[CH2:16]1 |f:1.2|. Procedure details: To a solution of tert-butyl 3-((2′-fluoro-6-methoxy-[3,4′-bipyridin]-5-yl)amino)azetidine-1-carboxylate (530 mg, 1.42 mmol) in NMP (3 mL) was added CH3NH2/MeOH (5 mL). The reaction mixture was stirred while being heated at 140° C. in a microwave for 1 h. The mixture was cooled to rt, the solvent was removed and diluted with ethyl acetate (100 mL). The organic layer was washed with water (60 mL), brine (60 mL), dried over Na2SO4, filtered, concentrated in vacuo, and the residue was purified by fl... The reactants are COC(=O)CCc1ccc(SC(=O)N(C)C)cc1C, C[O-], CO, CCOC(C)=O, Cl, [Na+]. The product is COC(=O)CCc1ccc(S)cc1C. Reaction SMILES: [CH3:1][O:2][C:3]([CH2:4][CH2:5][c:6]1[c:7]([CH3:18])[cH:8][c:9]([S:12][C:13](=[O:14])[N:15]([CH3:16])[CH3:17])[cH:10][cH:11]1)=[O:19].[CH3:20][O-:21].[CH3:24][OH:25].[CH3:26][CH2:27][O:28][C:29](=[O:30])[CH3:31].[ClH:23].[Na+:22]>>[CH3:1][O:2][C:3]([CH2:4][CH2:5][c:6]1[c:7]([CH3:18])[cH:8][c:9]([SH:12])[cH:10][cH:11]1)=[O:19].